Dataset: the Open Reaction Database (ORD), a public repository of structured organic reaction records. Task: describe an organic reaction: reactants, conditions, products, and yield Reactants: N12CC3[C@@H](C(CC(C1)C3)C2)N ((4s)-1-azatricyclo[3.3.1.13,7]dec-4-ylamine), CSC1=CC=C(C(=O)O)C=C1 (4-(methylthio)benzoic acid), N (NH3). Product: N12CC3[C@@H](C(CC(C1)C3)C2)NC(C2=CC=C(C=C2)SC)=O (N-[(4s)-1-Azatricyclo[3.3.1.13,7]dec-4-yl]-4-methylsulfanylbenzamide). Procedure: Prepared from (4s)-1-azatricyclo[3.3.1.13,7]dec-4-ylamine and 4-(methylthio)benzoic acid (Aldrich) according to method B; 1H NMR (500 MHz, methanol-d4) δ 1.92-1.98 (m, 2H), 2.11 (s, 1H), 2.31 (d, J=14 Hz, 2H), 2.38 (s, 2H), 2.52 (s, 3H), 3.49 (s, 2H), 3.59 (s, 4H), 4.37 (s, 1H), 7.31-7.35 (m, 2H), 7.74-7.80 (m, 2H); MS (APCI/NH3) m/z 287 (M+H)+. Reaction SMILES: [N:1]12[CH2:10][CH:5]3[CH2:6][CH:7]([CH2:9][CH:3]([C@@H:4]3[NH2:11])[CH2:2]1)[CH2:8]2.[CH3:12][S:13][C:14]1[CH:22]=[CH:21][C:17]([C:18](O)=[O:19])=[CH:16][CH:15]=1.N>>[N:1]12[CH2:10][CH:5]3[CH2:6][CH:7]([CH2:9][CH:3]([C@@H:4]3[NH:11][C:18](=[O:19])[C:17]3[CH:21]=[CH:22][C:14]([S:13][CH3:12])=[CH:15][CH:16]=3)[CH2:2]1)[CH2:8]2. Starting materials: C1N(CCC12CCNCC2)C(=O)OC(C)(C)C (tert-butyl 2,8-diazaspiro[4.5]decane-2-carboxylate), ClC=1N=C(C2=C(N1)C=CO2)Cl (2,4-dichlorofuro[3,2-d]pyrimidine), TEA, O (Water), CCOC(=O)C (EtOAc). Run in O1CCOCC1 (1,4-dioxane). Run at temperature 25 celsius, time 12 hour. The product is ClC=1N=C(C2=C(N1)C=CO2)N2CCC1(CCN(C1)C(=O)OC(C)(C)C)CC2 (tert-butyl 8-(2-chlorofuro[3,2-d]pyrimidin-4-yl)-2,8-diazaspiro[4.5]decane-2-carboxylate). Yield: 93.6%. Reaction SMILES: [CH2:1]1[C:5]2([CH2:10][CH2:9][NH:8][CH2:7][CH2:6]2)[CH2:4][CH2:3][N:2]1[C:11]([O:13][C:14]([CH3:17])([CH3:16])[CH3:15])=[O:12].[Cl:18][C:19]1[N:20]=[C:21](Cl)[C:22]2[O:27][CH:26]=[CH:25][C:23]=2[N:24]=1.O.CCOC(C)=O>O1CCOCC1>[Cl:18][C:19]1[N:20]=[C:21]([N:8]2[CH2:7][CH2:6][C:5]3([CH2:1][N:2]([C:11]([O:13][C:14]([CH3:17])([CH3:16])[CH3:15])=[O:12])[CH2:3][CH2:4]3)[CH2:10][CH2:9]2)[C:22]2[O:27][CH:26]=[CH:25][C:23]=2[N:24]=1. Reported procedure: A mixture of tert-butyl 2,8-diazaspiro[4.5]decane-2-carboxylate (0.83 g, 3.4 mmol, Alfa Aesar), 2,4-dichlorofuro[3,2-d]pyrimidine (0.65 g, 3.4 mmol, ArkPharm) and TEA (0.96 mL, 6.9 mmol) in 1,4-dioxane (35 mL) was stirred at about 25° C. for about 12 h. Water (4 mL) and EtOAc (25 mL) were added and the layers were separated. The organic layer was concentrated under reduced pressure to give tert-butyl 8-(2-chlorofuro[3,2-d]pyrimidin-4-yl)-2,8-diazaspiro[4.5]decane-2-carboxylate (1.25 g, 55%): LC/... Reactants: ClC=1C=CC(=C(C1)C1=CC(N(C=C1OC)C(C(=O)O)CC1OCCCC1)=O)C#N (2-[4-(5-chloro-2-cyanophenyl)-5-methoxy-2-oxopyridin-1(2H)-yl]-3-[tetrahydro-2H-pyran-2-yl]propanoic acid), NC1=CC=C(C(=O)OC)C=C1 (methyl 4-aminobenzoate), CC(N=C=NC(C)C)C (DIC). The solvent is CN(C=O)C (dimethylformamide). Product: ClC=1C=CC(=C(C1)C1=CC(N(C=C1OC)C(C(=O)NC1=C(C(=O)OC)C=CC=C1)CC1OCCCC1)=O)C#N (Methyl ({2-[4-(5-chloro-2-cyanophenyl)-5-methoxy-2-oxopyridin-1(2H)-yl]-3-[tetrahydro-2H-pyran-2-yl]propanoyl}amino)benzoate). As a reaction SMILES: [Cl:1][C:2]1[CH:3]=[CH:4][C:5]([C:28]#[N:29])=[C:6]([C:8]2[C:13]([O:14][CH3:15])=[CH:12][N:11]([CH:16]([CH2:20][CH:21]3[CH2:26][CH2:25][CH2:24][CH2:23][O:22]3)[C:17](O)=[O:18])[C:10](=[O:27])[CH:9]=2)[CH:7]=1.N[C:31]1[CH:40]=[CH:39][C:34]([C:35]([O:37][CH3:38])=[O:36])=[CH:33][CH:32]=1.CC(C)[N:43]=C=NC(C)C>CN(C)C=O>[Cl:1][C:2]1[CH:3]=[CH:4][C:5]([C:28]#[N:29])=[C:6]([C:8]2[C:13]([O:14][CH3:15])=[CH:12][N:11]([CH:16]([CH2:20][CH:21]3[CH2:26][CH2:25][CH2:24][CH2:23][O:22]3)[C:17]([NH:43][C:39]3[CH:40]=[CH:31][CH:32]=[CH:33][C:34]=3[C:35]([O:37][CH3:38])=[O:36])=[O:18])[C:10](=[O:27])[CH:9]=2)[CH:7]=1. Reported procedure: 2.20 g (5.28 mmol) of 2-[4-(5-chloro-2-cyanophenyl)-5-methoxy-2-oxopyridin-1(2H)-yl]-3-[tetrahydro-2H-pyran-2-yl]propanoic acid (mixture of racemic diastereomers), 798 mg (5.28 mmol) of methyl 4-aminobenzoate, 750 mg (5.28 mmol) of Oxima and 822 μl (5.28 mmol) of DIC in 110 ml of dimethylformamide were reacted according to General Method 5B. The reaction mixture was purified by flash chromatography (80 g cartridge, 60 ml/min, cyclohexane/ethyl acetate gradient). Yield: 905 mg (31% of theory) Yields the product C(=O)(OC)C1=CC=C(C=C1)CC(C)N1C(OC(C1)C=1N=C(SC1)C(F)(F)F)C(=O)OC (Methyl 3-[2-(4-carbomethoxyphenyl)-1-methylethyl]-5-(2-trifluoromethyl-thiazol-4-yl)-2-oxazolidine carboxylate). Procedure details: Prepared analogously to Example 18 by reaction of N-[2-(4-carbomethoxyphenyl)-1-methylethyl]-2-hydroxy-2-(2-trifluoromethyl-thiazol-4-yl)ethanamine with methyl glyoxylate. Reactants: C(=O)(OC)C1=CC=C(C=C1)CC(C)NCC(C=1N=C(SC1)C(F)(F)F)O (N-[2-(4-carbomethoxyphenyl)-1-methylethyl]-2-hydroxy-2-(2-trifluoromethyl-thiazol-4-yl)ethanamine), C(C=O)(=O)OC (methyl glyoxylate). RXN SMILES: [C:1]([C:5]1[CH:10]=[CH:9][C:8]([CH2:11][CH:12]([NH:14][CH2:15][CH:16]([OH:26])[C:17]2[N:18]=[C:19]([C:22]([F:25])([F:24])[F:23])[S:20][CH:21]=2)[CH3:13])=[CH:7][CH:6]=1)([O:3][CH3:4])=[O:2].[C:27]([O:31][CH3:32])(=[O:30])[CH:28]=O>>[C:1]([C:5]1[CH:6]=[CH:7][C:8]([CH2:11][CH:12]([N:14]2[CH2:15][CH:16]([C:17]3[N:18]=[C:19]([C:22]([F:24])([F:25])[F:23])[S:20][CH:21]=3)[O:26][CH:28]2[C:27]([O:31][CH3:32])=[O:30])[CH3:13])=[CH:9][CH:10]=1)([O:3][CH3:4])=[O:2]. Starting materials: COCCN, CS(=O)c1nc(N)nc(-c2cccs2)c1C#N, C1COCCO1. Yields the product COCCNc1nc(N)nc(-c2cccs2)c1C#N. Reaction SMILES: [CH3:18][O:19][CH2:20][CH2:21][NH2:22].[NH2:1][c:2]1[n:3][c:4](-[c:13]2[s:14][cH:15][cH:16][cH:17]2)[c:5]([C:11]#[N:12])[c:6]([S:8]([CH3:9])=[O:10])[n:7]1.[O:23]1[CH2:24][CH2:25][O:26][CH2:27][CH2:28]1>>[NH2:1][c:2]1[n:3][c:4](-[c:13]2[s:14][cH:15][cH:16][cH:17]2)[c:5]([C:11]#[N:12])[c:6]([NH:22][CH2:21][CH2:20][O:19][CH3:18])[n:7]1. The reactants are CC(C)CC(C=O)NC(=O)OC(C)(C)C, CCCC[N+](CCCC)(CCCC)CCCC, C[Si](C)(C)c1nccs1, ClCCl, [F-], C1CCOC1. The product is CC(C)CC(NC(=O)OC(C)(C)C)C(O)c1nccs1. Reaction SMILES: [C:1]([CH3:2])([CH3:3])([CH3:4])[O:5][C:6](=[O:7])[NH:8][CH:9]([CH2:10][CH:11]([CH3:12])[CH3:13])[CH:14]=[O:15].[CH2:26]([N+:27]([CH2:28][CH2:29][CH2:30][CH3:31])([CH2:32][CH2:33][CH2:34][CH3:35])[CH2:36][CH2:37][CH2:38][CH3:39])[CH2:40][CH2:41][CH3:42].[CH3:16][Si:17]([c:18]1[s:19][cH:20][cH:21][n:22]1)([CH3:23])[CH3:24].[Cl:43][CH2:44][Cl:45].[F-:25].[O:46]1[CH2:47][CH2:48][CH2:49][CH2:50]1>>[C:1]([CH3:2])([CH3:3])([CH3:4])[O:5][C:6](=[O:7])[NH:8][CH:9]([CH2:10][CH:11]([CH3:12])[CH3:13])[CH:14]([OH:15])[c:18]1[s:19][cH:20][cH:21][n:22]1. The reactants are COc1cc(C2CCN(Cc3ccccc3)C2)ccc1[N+](=O)[O-], CO, Cl[Sn]Cl. The product is COc1cc(C2CCN(Cc3ccccc3)C2)ccc1N. RXN SMILES: [CH2:1]([c:2]1[cH:3][cH:4][cH:5][cH:6][cH:7]1)[N:8]1[CH2:9][CH:10]([c:13]2[cH:14][c:15]([O:22][CH3:23])[c:16]([N+:19]([O-:20])=[O:21])[cH:17][cH:18]2)[CH2:11][CH2:12]1.[CH3:27][OH:28].[Sn:24]([Cl:25])[Cl:26]>>[CH2:1]([c:2]1[cH:3][cH:4][cH:5][cH:6][cH:7]1)[N:8]1[CH2:9][CH:10]([c:13]2[cH:14][c:15]([O:22][CH3:23])[c:16]([NH2:19])[cH:17][cH:18]2)[CH2:11][CH2:12]1. Solvent: ClCCl (dichloromethane), O (Water), O (water). Reported procedure: N-Benzyloxycarbonyl-4-[(R*)-2-methylsulfinylphenyl]-piperidine. To a solution of diethyl-D-tartarate (3.4 mL) in dichloromethane (50 mL) was added titanium tetraisopropoxide (3.0 mL) followed by water (0.18 mL). The resulting solution was stirred vigorously for 30 minutes, treated with N-benzyloxycarbony-4-(2-methylthiophenyl)piperidine (3.41 g), and cooled to -15° C. The reaction mixture was treated with tert-butylhydroperoxide (2 mL) drop wise over a period of 1 minute, and stirred at -15° C. ... The reactants are C(C)[C@@]([C@@](C(=O)[O-])(O)CC)(O)C(=O)[O-] (diethyl-D-tartarate), C(C1=CC=CC=C1)OC(=O)N1CCC(CC1)C1=C(C=CC=C1)[S@](=O)C (N-Benzyloxycarbonyl-4-[(R*)-2-methylsulfinylphenyl]-piperidine), C(C)(C)(C)OO (tert-butylhydroperoxide), C(C1=CC=CC=C1)OC(=O)N1CCC(CC1)C1=C(C=CC=C1)SC (N-benzyloxycarbony-4-(2-methylthiophenyl)piperidine). The reagents and catalysts are CC([O-])C.CC([O-])C.CC([O-])C.CC([O-])C.[Ti+4] (titanium tetraisopropoxide). Yields the product C(C1=CC=CC=C1)OC(=O)N1CCC(CC1)C=1[C@H](C(C=CC1)=S=O)C (N-Benzyloxycarbonyl-4-[(R*)-2-methyl-sulfinylphenyl]piperidine). Reaction SMILES: C(OC(N1CC[CH:14]([C:17]2[CH:22]=[CH:21][CH:20]=[CH:19][C:18]=2[S@@:23](C)=[O:24])CC1)=O)C1C=CC=CC=1.C([C@](C([O-])=O)(O)[C@](CC)(O)C([O-])=O)C.[CH2:40]([O:47][C:48]([N:50]1[CH2:55][CH2:54][CH:53](C2C=CC=CC=2SC)[CH2:52][CH2:51]1)=[O:49])[C:41]1[CH:46]=[CH:45][CH:44]=[CH:43][CH:42]=1.C(OO)(C)(C)C>ClCCl.CC(C)[O-].CC(C)[O-].CC(C)[O-].CC(C)[O-].[Ti+4].O>[CH2:40]([O:47][C:48]([N:50]1[CH2:55][CH2:54][CH:53]([C:22]2[C@@H:17]([CH3:14])[C:18](=[S:23]=[O:24])[CH:19]=[CH:20][CH:21]=2)[CH2:52][CH2:51]1)=[O:49])[C:41]1[CH:46]=[CH:45][CH:44]=[CH:43][CH:42]=1 |f:5.6.7.8.9|. Run at temperature -15 celsius, time 30 minute. The reactants are C=CC(OCc1ccc(OC)cc1)C(C)(C)COS(=O)(=O)CCCCl, N#CC1=C(C#N)C(=O)C(Cl)=C(Cl)C1=O, ClCCl, O. Yields the product C=CC(O)C(C)(C)COS(=O)(=O)CCCCl. As a reaction SMILES: [Cl:1][CH2:2][CH2:3][CH2:4][S:5](=[O:6])(=[O:7])[O:8][CH2:9][C:10]([CH:11]([CH:12]=[CH2:13])[O:14][CH2:15][c:16]1[cH:17][cH:18][c:19]([O:20][CH3:21])[cH:22][cH:23]1)([CH3:24])[CH3:25].[Cl:26][C:27]1=[C:38]([Cl:39])[C:36](=[O:37])[C:33]([C:34]#[N:35])=[C:30]([C:31]#[N:32])[C:28]1=[O:29].[Cl:40][CH2:41][Cl:42].[OH2:43]>>[Cl:1][CH2:2][CH2:3][CH2:4][S:5](=[O:6])(=[O:7])[O:8][CH2:9][C:10]([CH:11]([CH:12]=[CH2:13])[OH:14])([CH3:24])[CH3:25].